Dataset: the Open Reaction Database (ORD), a public repository of structured organic reaction records. Task: describe an organic reaction: reactants, conditions, products, and yield Starting materials: C[Si](N[Si](C)(C)C)(C)C.[Li] (lithium hexamethyldisilazane), C(C)(C)(C)OC(C1=C(C=C(C=C1)C1=NOC(C1)(C)C1=CC(=CC(=C1)Cl)Cl)C)=O (4-[5-(3,5-Dichloro-phenyl)-5-methyl-4,5-dihydro-isoxazol-3-yl]-2-methyl-benzoic acid tert-butyl ester), ClC(=O)OC (methyl chloroformate). The solvent is O1CCCC1 (tetrahydrofuran). Run at temperature -78 celsius. The product is COC(=O)N1OC(C=C1C1=CC(=C(C=C1)C(=O)OC(C)(C)C)C)(C)C1=CC(=CC(=C1)Cl)Cl (3-(4-tert-butoxycarbonyl-3-methyl-phenyl)-5-(3,5-dichloro-phenyl)-5-methyl-5H-isoxazole-2-carboxylic acid methyl ester). RXN SMILES: [C:1]([O:5][C:6](=[O:28])[C:7]1[CH:12]=[CH:11][C:10]([C:13]2[CH2:17][C:16]([C:19]3[CH:24]=[C:23]([Cl:25])[CH:22]=[C:21]([Cl:26])[CH:20]=3)([CH3:18])[O:15][N:14]=2)=[CH:9][C:8]=1[CH3:27])([CH3:4])([CH3:3])[CH3:2].C[Si](C)(C)N[Si](C)(C)C.[Li].Cl[C:40]([O:42][CH3:43])=[O:41]>O1CCCC1>[CH3:43][O:42][C:40]([N:14]1[C:13]([C:10]2[CH:11]=[CH:12][C:7]([C:6]([O:5][C:1]([CH3:4])([CH3:2])[CH3:3])=[O:28])=[C:8]([CH3:27])[CH:9]=2)=[CH:17][C:16]([C:19]2[CH:20]=[C:21]([Cl:26])[CH:22]=[C:23]([Cl:25])[CH:24]=2)([CH3:18])[O:15]1)=[O:41] |f:1.2,^1:37|. Procedure: To a solution of 4-[5-(3,5-Dichloro-phenyl)-5-methyl-4,5-dihydro-isoxazol-3-yl]-2-methyl-benzoic acid tert-butyl ester (1.3 g) in dry tetrahydrofuran (15 ml) stirred under argon at −78° C., was added lithium hexamethyldisilazane (“LHMDS”) (1 M in hexane) (3.45 ml). The solution was stirred at −78° C. until deprotonation was completed as monitored by thin layer chromatography. Then, to this solution was added methyl chloroformate (0.465 ml) and the reaction mixture was stirred at −78° C. for 2 ho... The reactants are C(#N)CCN(C)CCCC1=CNC2=CC=CC=C12 (N-(2-cyanoethyl)-N-methyl-3-(3-indolyl)propyl amine), N (ammonia). Reagents/catalysts: [Ni] (Raney-nickel). Run in O1CCOCC1 (dioxan). Yields the product N1C=C(C2=CC=CC=C12)CCCN(CCCN)C (N-[3-(3-indolyl)propyl]-N-methyl-1,3-diaminopropane). RXN SMILES: [C:1]([CH2:3][CH2:4][N:5]([CH2:7][CH2:8][CH2:9][C:10]1[C:18]2[C:13](=[CH:14][CH:15]=[CH:16][CH:17]=2)[NH:12][CH:11]=1)[CH3:6])#[N:2].N>[Ni].O1CCOCC1>[NH:12]1[C:13]2[C:18](=[CH:17][CH:16]=[CH:15][CH:14]=2)[C:10]([CH2:9][CH2:8][CH2:7][N:5]([CH3:6])[CH2:4][CH2:3][CH2:1][NH2:2])=[CH:11]1. Procedure: 36.2 g N-(2-cyanoethyl)-N-methyl-3-(3-indolyl)propyl amine are hydrogenated at normal pressure and at room temperature with 20 g Raney-nickel catalyst in 400 ml dioxan and 400 ml of a 10% ammonia solution. N-[3-(3-indolyl)propyl]-N-methyl-1,3-diaminopropane is obtained after working up. M.pt of the neutral fumarate: 180°-181° (with decomposition) after crystallization from ethanol. Starting materials: C(C)(C)(C)OC(=O)N1CCC(CC1)C1CC=2C(=CN=C(C2)Cl)O1 (4-(5-chloro-2,3-dihydro-furo[2,3-c]pyridin-2-yl)-piperidine-1-carboxylic acid tert-butyl ester), FC=1C=C(C=CC1S(=O)(=O)C)B(O)O (3-fluoro-4-(methanesulfonyl)phenylboronic acid). The product is C(C)(C)(C)OC(=O)N1CCC(CC1)C1CC=2C(=CN=C(C2)C2=CC(=C(C=C2)S(=O)(=O)C)F)O1 (4-[5-(3-Fluoro-4-methanesulfonyl-phenyl)-2,3-dihydro-furo[2,3-c]pyridin-2-yl]-piperidine-1-carboxylic acid tert-butyl ester). Reaction SMILES: [C:1]([O:5][C:6]([N:8]1[CH2:13][CH2:12][CH:11]([CH:14]2[O:23][C:17]3=[CH:18][N:19]=[C:20](Cl)[CH:21]=[C:16]3[CH2:15]2)[CH2:10][CH2:9]1)=[O:7])([CH3:4])([CH3:3])[CH3:2].[F:24][C:25]1[CH:26]=[C:27](B(O)O)[CH:28]=[CH:29][C:30]=1[S:31]([CH3:34])(=[O:33])=[O:32]>>[C:1]([O:5][C:6]([N:8]1[CH2:13][CH2:12][CH:11]([CH:14]2[O:23][C:17]3=[CH:18][N:19]=[C:20]([C:27]4[CH:28]=[CH:29][C:30]([S:31]([CH3:34])(=[O:32])=[O:33])=[C:25]([F:24])[CH:26]=4)[CH:21]=[C:16]3[CH2:15]2)[CH2:10][CH2:9]1)=[O:7])([CH3:4])([CH3:3])[CH3:2]. Procedure: The title compound is prepared from 4-(5-chloro-2,3-dihydro-furo[2,3-c]pyridin-2-yl)-piperidine-1-carboxylic acid tert-butyl ester and 3-fluoro-4-(methanesulfonyl)phenylboronic acid acid following a procedure analogous to that described in Example 28. LC (method 10): tR=1.71 min; Mass spectrum (ESI+): m/z=477 [M+H]+.